From a dataset of the Open Reaction Database (ORD), a public repository of structured organic reaction records. describe an organic reaction: reactants, conditions, products, and yield Reactants: Brc1cccnc1, NCCO, O=S(=O)([O-])[O-], O. Yields the product OCCNc1cccnc1. As a reaction SMILES: [Br:1][c:2]1[cH:3][n:4][cH:5][cH:6][cH:7]1.[NH2:8][CH2:9][CH2:10][OH:11].[O-:12][S:13](=[O:14])(=[O:15])[O-:16].[OH2:17]>>[c:2]1([NH:8][CH2:9][CH2:10][OH:11])[cH:3][n:4][cH:5][cH:6][cH:7]1. The reactants are C(C)(=O)C1=C(NC2=CC(=CC=C12)C(=O)OC)CC (methyl 3-acetyl-2-ethylindole-6-carboxylate), ClC1=C(CBr)C=CC=C1 (2-chlorobenzyl bromide). The product is ClC1=C(COC(=O)C2=CC=C3C=C(NC3=C2)CC)C=CC=C1 ((2-chlorobenzyl)-2-ethylindole-6-carboxylate). Reaction SMILES: C([C:4]1[C:12]2[C:7](=[CH:8][C:9]([C:13]([O:15][CH3:16])=[O:14])=[CH:10][CH:11]=2)[NH:6][C:5]=1[CH2:17][CH3:18])(=O)C.[Cl:19][C:20]1[CH:27]=[CH:26][CH:25]=[CH:24][C:21]=1CBr>>[Cl:19][C:20]1[CH:27]=[CH:26][CH:25]=[CH:24][C:21]=1[CH2:16][O:15][C:13]([C:9]1[CH:8]=[C:7]2[C:12]([CH:4]=[C:5]([CH2:17][CH3:18])[NH:6]2)=[CH:11][CH:10]=1)=[O:14]. Procedure details: Methyl 3-acetyl-1-((2-chlorobenzyl)-2-ethylindole-6-carboxylate (170 mg) was prepared from methyl 3-acetyl-2-ethylindole-6-carboxylate (100 mg) and 2-chlorobenzyl bromide (0.06 ml) in a similar manner to that of Example 1. Product: Cl.ClCCCC=1C=NC=CC1 (1-chloro-3-(3-pyridyl)propane hydrochloride). Yield: 78.8%. Reaction SMILES: S(Cl)([Cl:3])=O.[N:5]1[CH:10]=[CH:9][CH:8]=[C:7]([CH2:11][CH2:12][CH2:13]O)[CH:6]=1>C(Cl)(Cl)Cl>[ClH:3].[Cl:3][CH2:13][CH2:12][CH2:11][C:7]1[CH:6]=[N:5][CH:10]=[CH:9][CH:8]=1 |f:3.4|. Solvent: C(Cl)(Cl)Cl (chloroform). Reactants: S(=O)(Cl)Cl (Thionyl chloride), N1=CC(=CC=C1)CCCO (3-(3-pyridyl)-1-propanol). Reported procedure: Thionyl chloride (2.6 g, 22.2 mmol) was added dropwise to a solution of 3-(3-pyridyl)-1-propanol (2.0 g, 14.6 mmol) in chloroform (10 ml) at 0° C. The solution was warmed to 25° C. and stirred 20 hrs. The solution was poured over ice and extracted to ethyl acetate. The organics were combined, dried (MgSO4), and concentrated, to yield 1.68 g of 1-chloro-3-(3-pyridyl)propane hydrochloride (68%) which was used without further purification. Potassium hexamethyldisilazane (0.5 M solution in THF, 1.92... Conditions: temperature 25 celsius, time 20 hour. Starting materials: CO, [H][H], COc1ccc(-c2ccc(NN)nn2)cc1OC(C)C. Yields the product COc1ccc(-c2ccc(N)nn2)cc1OC(C)C. RXN SMILES: [CH3:23][OH:24].[H:21][H:22].[NH:1]([NH2:2])[c:3]1[n:4][n:5][c:6](-[c:9]2[cH:10][c:11]([O:17][CH:18]([CH3:19])[CH3:20])[c:12]([O:15][CH3:16])[cH:13][cH:14]2)[cH:7][cH:8]1>>[NH2:1][c:3]1[n:4][n:5][c:6](-[c:9]2[cH:10][c:11]([O:17][CH:18]([CH3:19])[CH3:20])[c:12]([O:15][CH3:16])[cH:13][cH:14]2)[cH:7][cH:8]1. Starting materials: CCCCCC=CCC=CCCCCCCCCC(O)CCCCCCCCC=CCC=CCCCCC, ClCCl, O=[Cr](=O)([O-])Cl, [Na+], [Na+], O=C([O-])[O-]. Yields the product CCCCCC=CCC=CCCCCCCCCC(=O)CCCCCCCCC=CCC=CCCCCC. RXN SMILES: [CH2:1]([CH2:2][CH2:3][CH2:4][CH2:5][CH2:6][CH2:7][CH2:8][CH:9]=[CH:10][CH2:11][CH:12]=[CH:13][CH2:14][CH2:15][CH2:16][CH2:17][CH3:18])[CH:19]([OH:20])[CH2:21][CH2:22][CH2:23][CH2:24][CH2:25][CH2:26][CH2:27][CH2:28][CH:29]=[CH:30][CH2:31][CH:32]=[CH:33][CH2:34][CH2:35][CH2:36][CH2:37][CH3:38].[Cl:50][CH2:51][Cl:52].[Cr:45]([Cl:46])([O-:47])(=[O:48])=[O:49].[Na+:39].[Na+:40].[O-:41][C:42](=[O:43])[O-:44]>>[CH2:1]([CH2:2][CH2:3][CH2:4][CH2:5][CH2:6][CH2:7][CH2:8][CH:9]=[CH:10][CH2:11][CH:12]=[CH:13][CH2:14][CH2:15][CH2:16][CH2:17][CH3:18])[C:19](=[O:20])[CH2:21][CH2:22][CH2:23][CH2:24][CH2:25][CH2:26][CH2:27][CH2:28][CH:29]=[CH:30][CH2:31][CH:32]=[CH:33][CH2:34][CH2:35][CH2:36][CH2:37][CH3:38]. Starting materials: C[Si](CCOCN1C(=NC=C1)CN(C(=O)C=1C=C2CCN(CC2=CC1)C(=O)OCC1=CC=CC=C1)CC=1N(C=CN1)COCC[Si](C)(C)C)(C)C (Benzyl 6-({bis[(1-{[2-(trimethylsilyl)ethoxy]methyl}-1H-imidazol-2-yl)methyl]amino}carbonyl)-3,4-dihydro-2(1H)-isoquinolinecarboxylate). Reagents/catalysts: [C].[Pd] (palladium carbon). The product is C[Si](CCOCN1C(=NC=C1)CN(C(=O)C=1C=C2CCNCC2=CC1)CC=1N(C=CN1)COCC[Si](C)(C)C)(C)C (N,N-bis[(1-{[2-(trimethylsilyl)ethoxy]methyl}-1H-imidazol-2-yl)methyl]-1,2,3,4-tetrahydro-6-isoquinolinecarboxamide). RXN SMILES: [CH3:1][Si:2]([CH3:51])([CH3:50])[CH2:3][CH2:4][O:5][CH2:6][N:7]1[CH:11]=[CH:10][N:9]=[C:8]1[CH2:12][N:13]([CH2:36][C:37]1[N:38]([CH2:42][O:43][CH2:44][CH2:45][Si:46]([CH3:49])([CH3:48])[CH3:47])[CH:39]=[CH:40][N:41]=1)[C:14]([C:16]1[CH:17]=[C:18]2[C:23](=[CH:24][CH:25]=1)[CH2:22][N:21](C(OCC1C=CC=CC=1)=O)[CH2:20][CH2:19]2)=[O:15]>[C].[Pd]>[CH3:1][Si:2]([CH3:51])([CH3:50])[CH2:3][CH2:4][O:5][CH2:6][N:7]1[CH:11]=[CH:10][N:9]=[C:8]1[CH2:12][N:13]([CH2:36][C:37]1[N:38]([CH2:42][O:43][CH2:44][CH2:45][Si:46]([CH3:49])([CH3:48])[CH3:47])[CH:39]=[CH:40][N:41]=1)[C:14]([C:16]1[CH:17]=[C:18]2[C:23](=[CH:24][CH:25]=1)[CH2:22][NH:21][CH2:20][CH2:19]2)=[O:15] |f:1.2|. Procedure details: The same procedure as a series of reactions of Example 2 was carried out, except that the compound 12 was used in place of the compound 1 and 10% palladium carbon was used in place of 20% palladium hydroxide carbon, to obtain the title compound having the following physical properties.